Task: describe an organic reaction: reactants, conditions, products, and yield. Dataset: the Open Reaction Database (ORD), a public repository of structured organic reaction records Reactants: ClC1=C(C=CC=C1)CC(=O)O ((2-chlorophenyl)-acetic acid), C1(CC1)N (cyclopropylamine). Product: ClC1=C(C=CC=C1)CCNC1CC1 ([2-(2-Chlorophenyl)ethyl]cyclopropylamine). As a reaction SMILES: [Cl:1][C:2]1[CH:7]=[CH:6][CH:5]=[CH:4][C:3]=1[CH2:8][C:9](O)=O.[CH:12]1([NH2:15])[CH2:14][CH2:13]1>>[Cl:1][C:2]1[CH:7]=[CH:6][CH:5]=[CH:4][C:3]=1[CH2:8][CH2:9][NH:15][CH:12]1[CH2:14][CH2:13]1. Procedure: Synthesized according to typical procedures C and D from (2-chlorophenyl)-acetic acid and cyclopropylamine. Starting materials: ClC1=C(C=CC(=C1)Cl)C=1N=C(C(=NC1CC)N[C@@H]1CN(C[C@@H]1OCC)C=1SC=CN1)CC (5-(2,4-dichlorophenyl)-N-[(3R,4S)-4-ethoxy-1-(1,3-thiazol-2-yl)pyrrolidin-3-yl}-3,6-diethylpyrazin-2-amine), BrC1=NC=CC=C1 (2-bromopyridine), C(C)O[C@@H]1[C@@H](CNC1)NC1=NC(=C(N=C1CC)C=1C(=NC(=CC1)OC)C(F)(F)F)CC (N-[(3R,4S)-4-ethoxypyrrolidin-3-yl]-3,6-diethyl-5-[6-methoxy-2-(trifluoromethyl)pyridin-3-yl]pyrazin-2-amine). The product is C(C)O[C@@H]1[C@@H](CN(C1)C1=NC=CC=C1)NC1=NC(=C(N=C1CC)C=1C(=NC(=CC1)OC)C(F)(F)F)CC (N-[(3R,4S)-4-ethoxy-1-pyridin-2-yl pyrrolidin-3-yl]-3,6-diethyl-5-[6-methoxy-2-(trifluoromethyl)pyridin-3-yl]pyrazin-2-amine). Reaction SMILES: ClC1C=C(Cl)C=CC=1C1N=C(CC)C(N[C@H]2[C@@H](OCC)CN(C3SC=CN=3)C2)=NC=1CC.Br[C:34]1[CH:39]=[CH:38][CH:37]=[CH:36][N:35]=1.[CH2:40]([O:42][C@H:43]1[CH2:47][NH:46][CH2:45][C@H:44]1[NH:48][C:49]1[C:54]([CH2:55][CH3:56])=[N:53][C:52]([C:57]2[C:58]([C:65]([F:68])([F:67])[F:66])=[N:59][C:60]([O:63][CH3:64])=[CH:61][CH:62]=2)=[C:51]([CH2:69][CH3:70])[N:50]=1)[CH3:41]>>[CH2:40]([O:42][C@H:43]1[CH2:47][N:46]([C:34]2[CH:39]=[CH:38][CH:37]=[CH:36][N:35]=2)[CH2:45][C@H:44]1[NH:48][C:49]1[C:54]([CH2:55][CH3:56])=[N:53][C:52]([C:57]2[C:58]([C:65]([F:68])([F:67])[F:66])=[N:59][C:60]([O:63][CH3:64])=[CH:61][CH:62]=2)=[C:51]([CH2:69][CH3:70])[N:50]=1)[CH3:41]. Reported procedure: Following the procedure for the preparation of 5-(2,4-dichlorophenyl)-N-[(3R,4S)-4-ethoxy-1-(1,3-thiazol-2-yl)pyrrolidin-3-yl}-3,6-diethylpyrazin-2-amine but substituting 2-bromopyridine and starting with N-[(3R,4S)-4-ethoxypyrrolidin-3-yl]-3,6-diethyl-5-[6-methoxy-2-(trifluoromethyl)pyridin-3-yl]pyrazin-2-amine provided the title compound as an amorphous solid. 1H NMR (CDCl3) δ 1.15, 1.30, 2.44, 2.70, 3.43, 3.58, 3.75˜3.85, 4.05, 4.27, 4.90, 5.32, 6.46, 6.62, 6.97, 7.52, 7.56, 8.20; IR (diffuse... The reactants are C(C1=CC=CC=C1)N1C(=C(C2=CC=C(C=C12)O)C(=O)NCC1=CC(=C(C=C1)F)F)C(C)C (1-benzyl-N-(3,4-difluorobenzyl)-6-hydroxy-2-isopropyl-1H-indole-3-carboxamide), C(C1=CC=CC=C1)N1C(=C(C2=CC=C(C=C12)O)C(=O)NCC1=CC(=C(C=C1)F)F)C(C)C (1-benzyl-N-(3,4-difluorobenzyl)-6-hydroxy-2-isopropyl-1H-indole-3-carboxamide), C(=O)([O-])[O-].[K+].[K+] (K2CO3), COCCBr (2-bromoethyl methyl ether). The solvent is CN(C)C=O (DMF). Yields the product C(C1=CC=CC=C1)N1C(=C(C2=CC=C(C=C12)OCCOC)C(=O)NCC1=CC(=C(C=C1)F)F)C(C)C (1-Benzyl-N-(3,4-difluorobenzyl)-2-isopropyl-6-(2-methoxyethoxy)-1H-indole-3-carboxamide). Isolated yield 46.9%. Reaction SMILES: [CH2:1]([N:8]1[C:16]2[C:11](=[CH:12][CH:13]=[C:14]([OH:17])[CH:15]=2)[C:10]([C:18]([NH:20][CH2:21][C:22]2[CH:27]=[CH:26][C:25]([F:28])=[C:24]([F:29])[CH:23]=2)=[O:19])=[C:9]1[CH:30]([CH3:32])[CH3:31])[C:2]1[CH:7]=[CH:6][CH:5]=[CH:4][CH:3]=1.C([O-])([O-])=O.[K+].[K+].[CH3:39][O:40][CH2:41][CH2:42]Br>CN(C=O)C>[CH2:1]([N:8]1[C:16]2[C:11](=[CH:12][CH:13]=[C:14]([O:17][CH2:42][CH2:41][O:40][CH3:39])[CH:15]=2)[C:10]([C:18]([NH:20][CH2:21][C:22]2[CH:27]=[CH:26][C:25]([F:28])=[C:24]([F:29])[CH:23]=2)=[O:19])=[C:9]1[CH:30]([CH3:32])[CH3:31])[C:2]1[CH:7]=[CH:6][CH:5]=[CH:4][CH:3]=1 |f:1.2.3|. Procedure details: Following General Procedure A, 1-benzyl-N-(3,4-difluorobenzyl)-6-hydroxy-2-isopropyl-1H-indole-3-carboxamide (Compound 8, 17 mg, 0.039 mmol) in DMF (1.0 ml) was reacted with K2CO3 (28 mg, 0.20 mmol), 2-bromoethyl methyl ether (18 μl, 0.20 mmol) to yield the title compound (9 mg, 49%). The reactants are CC(C)=CCCC(C)CC=O (racemic citronellal). Solvent: C1(=CC=CC=C1)C (toluene). Reaction conditions: temperature -10 celsius. Yields the product C[C@@H]1CC[C@H]([C@@H](C1)O)C(=C)C (Isopulegol). As a reaction SMILES: [CH3:1][C:2](=[CH:4][CH2:5][CH2:6][CH:7]([CH2:9][CH:10]=[O:11])[CH3:8])[CH3:3]>C1(C)C=CC=CC=1>[CH3:8][C@H:7]1[CH2:9][C@@H:10]([OH:11])[C@H:4]([C:2]([CH3:3])=[CH2:1])[CH2:5][CH2:6]1. Procedure details: The reaction solution from 3.1 is diluted with 50 ml toluene and cooled to −10° C. 50 mmol of racemic citronellal are added dropwise to the cold reaction solution over a period of 5 minutes. The reactants are ClC1=NC2=C(C(=CN=C2C=C1)S(=O)(=O)C)Cl (2,8-dichloro-7-(methylsulfonyl)-1,5-naphthyridine), C(C)(=O)O.C(C)(=O)O.CN(C)C[C@@H]1CC[C@H](CC1)N (trans-4-[(dimethylamino)methyl]cyclohexanamine diacetic acid salt). Yields the product ClC=1N=C2C(=C(C=NC2=CC1)S(=O)(=O)C)N[C@@H]1CC[C@H](CC1)CN(C)C (6-Chloro-N-{trans-4-[(dimethylamino)methyl]cyclohexyl}-3-(methylsulfonyl)-1,5-naphthyridin-4-amine). The yield is 70.0%. RXN SMILES: [Cl:1][C:2]1[CH:11]=[CH:10][C:9]2[C:4](=[C:5](Cl)[C:6]([S:12]([CH3:15])(=[O:14])=[O:13])=[CH:7][N:8]=2)[N:3]=1.C(O)(=O)C.C(O)(=O)C.[CH3:25][N:26]([CH2:28][C@H:29]1[CH2:34][CH2:33][C@H:32]([NH2:35])[CH2:31][CH2:30]1)[CH3:27]>>[Cl:1][C:2]1[N:3]=[C:4]2[C:9](=[CH:10][CH:11]=1)[N:8]=[CH:7][C:6]([S:12]([CH3:15])(=[O:14])=[O:13])=[C:5]2[NH:35][C@H:32]1[CH2:33][CH2:34][C@H:29]([CH2:28][N:26]([CH3:27])[CH3:25])[CH2:30][CH2:31]1 |f:1.2.3|. Procedure: Following general procedure I, 2,8-dichloro-7-(methylsulfonyl)-1,5-naphthyridine (150 mg, 0.54 mmol) was reacted with trans-4-[(dimethylamino)methyl]cyclohexanamine diacetic acid salt (190 mg, 0.68 mmol) to afford the desired product (150 mg, 68%) as a light yellow solid: 1H NMR (500 MHz, CDCl3) δ 8.84 (s, 1H), 8.14 (d, J=8.8 Hz, 1H), 7.70-7.60 (m, 1H), 7.57 (d, J=8.8 Hz, 1H), 5.05-4.95 (m, 1H), 3.09 (s, 3H), 2.34-2.24 (m, 8H), 2.18 (d, J=7.0 Hz, 2H), 2.00-1.92 (m, 2H), 1.57-1.50 (m, 1H), 1.42-1... Reactants: CCC(O)(C=Cc1ccc(C(CC)(CC)c2cc(C)c(-c3ccc(CC(=O)OC)c(F)c3)c(C)c2)cc1C)CC, CO, [Cl-], [NH4+], [Na+], C1CCOC1, [OH-]. The product is CCC(O)(C=Cc1ccc(C(CC)(CC)c2cc(C)c(-c3ccc(CC(=O)O)c(F)c3)c(C)c2)cc1C)CC. RXN SMILES: [CH3:3][O:4][C:5]([CH2:6][c:7]1[c:8]([F:41])[cH:9][c:10](-[c:13]2[c:14]([CH3:40])[cH:15][c:16]([C:20]([CH2:21][CH3:22])([c:23]3[cH:24][c:25]([CH3:37])[c:26]([CH:29]=[CH:30][C:31]([CH2:32][CH3:33])([OH:34])[CH2:35][CH3:36])[cH:27][cH:28]3)[CH2:38][CH3:39])[cH:17][c:18]2[CH3:19])[cH:11][cH:12]1)=[O:42].[CH3:50][OH:51].[Cl-:43].[NH4+:44].[Na+:2].[O:45]1[CH2:46][CH2:47][CH2:48][CH2:49]1.[OH-:1]>>[O:4]=[C:5]([CH2:6][c:7]1[c:8]([F:41])[cH:9][c:10](-[c:13]2[c:14]([CH3:40])[cH:15][c:16]([C:20]([CH2:21][CH3:22])([c:23]3[cH:24][c:25]([CH3:37])[c:26]([CH:29]=[CH:30][C:31]([CH2:32][CH3:33])([OH:34])[CH2:35][CH3:36])[cH:27][cH:28]3)[CH2:38][CH3:39])[cH:17][c:18]2[CH3:19])[cH:11][cH:12]1)[OH:42].